Dataset: the Open Reaction Database (ORD), a public repository of structured organic reaction records. Task: describe an organic reaction: reactants, conditions, products, and yield The reactants are CC(C)(C)OC(=O)NC(CCCNC(=O)OCc1ccccc1)C(=O)OC(C)(C)C, O=C([O-])O, CCOCC, CCOC(C)=O, N#CBr, [Na+]. Product: CC(C)(C)OC(=O)NC(CCCNC#N)C(=O)OC(C)(C)C. Reaction SMILES: [C:1]([CH3:2])([CH3:3])([CH3:4])[O:5][C:6]([CH:7]([NH:8][C:9](=[O:10])[O:11][C:12]([CH3:13])([CH3:14])[CH3:15])[CH2:16][CH2:17][CH2:18][NH:19][C:20]([O:21][CH2:22][c:23]1[cH:24][cH:25][cH:26][cH:27][cH:28]1)=[O:29])=[O:30].[C:39](=[O:40])([OH:41])[O-:42].[CH3:31][CH2:32][O:33][CH2:34][CH3:35].[CH3:44][CH2:45][O:46][C:47](=[O:48])[CH3:49].[N:36]#[C:37][Br:38].[Na+:43]>>[C:1]([CH3:2])([CH3:3])([CH3:4])[O:5][C:6]([CH:7]([NH:8][C:9](=[O:10])[O:11][C:12]([CH3:13])([CH3:14])[CH3:15])[CH2:16][CH2:17][CH2:18][NH:19][C:20]#[N:36])=[O:30]. The reactants are Cc1ccccc1, O=C(Cl)OCc1ccccc1, Cl, NC(Cc1ccccc1)C(=O)CCl, [Na+], O, O=C([O-])O. Product: O=C(NC(Cc1ccccc1)C(=O)CCl)OCc1ccccc1. RXN SMILES: [CH3:32][c:33]1[cH:34][cH:35][cH:36][cH:37][cH:38]1.[Cl:15][C:16](=[O:17])[O:18][CH2:19][c:20]1[cH:21][cH:22][cH:23][cH:24][cH:25]1.[ClH:1].[NH2:2][CH:3]([C:4]([CH2:5][Cl:6])=[O:7])[CH2:8][c:9]1[cH:10][cH:11][cH:12][cH:13][cH:14]1.[Na+:26].[OH2:31].[OH:27][C:28](=[O:29])[O-:30]>>[NH:2]([CH:3]([C:4]([CH2:5][Cl:6])=[O:7])[CH2:8][c:9]1[cH:10][cH:11][cH:12][cH:13][cH:14]1)[C:16](=[O:17])[O:18][CH2:19][c:20]1[cH:21][cH:22][cH:23][cH:24][cH:25]1. The reactants are Cl[C@@H]1[C@H](C(N1C(C(=O)OC)=C(C)C)=O)[C@H](C)OC(=O)OCC1=CC=C(C=C1)[N+](=O)[O-] (methyl 2-[(3S,4R)-4-chloro-3-{(1S)-1-(p-nitrobenzyloxycarbonyloxy)ethyl}-2-oxoazetidin-1-yl]-3-methylbut-2-enoate), C(C=C)[Si](C)(C)C (allyltrimethylsilane), C([O-])(O)=O.[Na+] (sodium bicarbonate), [Cl-].[Na+] (sodium chloride). The reagents and catalysts are F[B-](F)(F)F.[Ag+] (silver tetrafluoroborate). Run in ClCCl (dichloromethane), C(C)(=O)OCC (ethyl acetate), C(C)(=O)OCC (ethyl acetate). Run at temperature 0 celsius, time 1 hour. Product: CC(=C(C(=O)OC)N1C([C@@H]([C@H]1CC=C)[C@H](C)OC(=O)OCC1=CC=C(C=C1)[N+](=O)[O-])=O)C (methyl 3-methyl-2-[(3S,4R)-3-{(1S)-1-(p-nitrobenzyloxycarbonyloxy)ethyl}-2-oxo-4-allylazetidin-1-yl]but-2-enoate). RXN SMILES: Cl[C@H:2]1[N:5]([C:6](=[C:11]([CH3:13])[CH3:12])[C:7]([O:9][CH3:10])=[O:8])[C:4](=[O:14])[C@@H:3]1[C@@H:15]([O:17][C:18]([O:20][CH2:21][C:22]1[CH:27]=[CH:26][C:25]([N+:28]([O-:30])=[O:29])=[CH:24][CH:23]=1)=[O:19])[CH3:16].[CH2:31]([Si](C)(C)C)[CH:32]=[CH2:33].[Cl-].[Na+].C(=O)(O)[O-].[Na+]>ClCCl.C(OCC)(=O)C.F[B-](F)(F)F.[Ag+]>[CH3:12][C:11]([CH3:13])=[C:6]([N:5]1[C@H:2]([CH2:33][CH:32]=[CH2:31])[C@@H:3]([C@@H:15]([O:17][C:18]([O:20][CH2:21][C:22]2[CH:27]=[CH:26][C:25]([N+:28]([O-:30])=[O:29])=[CH:24][CH:23]=2)=[O:19])[CH3:16])[C:4]1=[O:14])[C:7]([O:9][CH3:10])=[O:8] |f:2.3,4.5,8.9|. Procedure: To a solution of methyl 2-[(3S,4R)-4-chloro-3-{(1S)-1-(p-nitrobenzyloxycarbonyloxy)ethyl}-2-oxoazetidin-1-yl]-3-methylbut-2-enoate (180 mg) and allyltrimethylsilane (0.12 ml) in dichloromethane (2 ml) was added silver tetrafluoroborate (240 mg) at -78° C. under a nitrogen atmosphere. The stirring mixture was allowed to warm to 0° C. during 45 minutes and kept at the same temperature for one hour. The mixture was diluted with ethyl acetate (10 ml) and a saturated aqueous sodium chloride was added...